Dataset: the Open Reaction Database (ORD), a public repository of structured organic reaction records. Task: describe an organic reaction: reactants, conditions, products, and yield The reactants are CC1=NOC(=C1)C (3,5-dimethylisoxazole), ClCC#CCCl (1,4-dichloro-2-butyne), C(CCC)[Li] (n-butyllithium). Yields the product ClCC#CCCC1=CC(=NO1)C (5-(5-chloro-3-pentynyl)-3-methylisoxazole). RXN SMILES: [CH3:1][C:2]1[CH:6]=[C:5]([CH3:7])[O:4][N:3]=1.[Cl:8][CH2:9][C:10]#[C:11][CH2:12]Cl.C([Li])CCC>>[Cl:8][CH2:9][C:10]#[C:11][CH2:12][CH2:7][C:5]1[O:4][N:3]=[C:2]([CH3:1])[CH:6]=1. Procedure details: The intermediate 5-(5-chloro-3-pentynyl)-3-methylisoxazole was prepared from 3,5-dimethylisoxazole and 1,4-dichloro-2-butyne in the presence of n-butyllithium. Starting materials: COC(=O)C=1C=C2CN(CC2=CC1)S(=O)(=O)C1=CC=C(C=C1)C (2-(Toluene-4-sulfonyl)-2,3-dihydro-1H-isoindole-5-carboxylic acid methyl ester), Br.CC(=O)O (HBr HOAc). Reaction conditions: time 16 hour. The product is Br.COC(=O)C=1C=C2CNCC2=CC1 (2,3-Dihydro-1H-isoindole-5-carboxylic acid methyl ester compound with hydrobromic acid). RXN SMILES: [CH3:1][O:2][C:3]([C:5]1[CH:6]=[C:7]2[C:11](=[CH:12][CH:13]=1)[CH2:10][N:9](S(C1C=CC(C)=CC=1)(=O)=O)[CH2:8]2)=[O:4].[BrH:24].CC(O)=O>>[BrH:24].[CH3:1][O:2][C:3]([C:5]1[CH:6]=[C:7]2[C:11](=[CH:12][CH:13]=1)[CH2:10][NH:9][CH2:8]2)=[O:4] |f:1.2,3.4|. Procedure details: 2-(Toluene-4-sulfonyl)-2,3-dihydro-1H-isoindole-5-carboxylic acid methyl ester (5.00 g) are dissolved in 33% HBr/HOAc (39 mL) and stirred for 16 h at ambient temperature. The reaction mixture is evaporated and the residue is treated with MeOH (40 mL). The resulting solid is separated, washed and dried. 3.00 g of the title compound are obtained with MP of 243-246° C. Procedure details: A solution of 138.1 g of 10,11-dibromo-10,11-dihydro-5-(trifluoroacetyl)-5H-dibenz[b,f]azepine in 580 ml of dimethyl formamide is treated at 0°-10° C with 114.5 ml of 1,5-diazabicyclo[5.4.0]undec-5-ene and stirred for 1 hour at the same temperature. The dark solution is then poured into a mixture of water and ice and the resultant suspension is extracted with ethyl acetate. The organic phase is washed with saturated sodium chloride solution, dried over magnesium sulphate and concentrated by evap... The product is BrC1=CC2=C(N(C3=C1C=CC=C3)C(C(F)(F)F)=O)C=CC=C2 (10-bromo-5-(trifluoroacetyl)-5H-dibenz[b,f]azepine). Solvent: CN(C=O)C (dimethyl formamide). Run at time 1 hour. Reactants: BrC1C(C2=C(N(C3=C1C=CC=C3)C(C(F)(F)F)=O)C=CC=C2)Br (10,11-dibromo-10,11-dihydro-5-(trifluoroacetyl)-5H-dibenz[b,f]azepine), N12CCCN=CC2CCCC1 (1,5-diazabicyclo[5.4.0]undec-5-ene), O (water). As a reaction SMILES: Br[CH:2]1[C:8]2[CH:9]=[CH:10][CH:11]=[CH:12][C:7]=2[N:6]([C:13](=[O:18])[C:14]([F:17])([F:16])[F:15])[C:5]2[CH:19]=[CH:20][CH:21]=[CH:22][C:4]=2[CH:3]1[Br:23].N12CCCCC1C=NCCC2.O>CN(C)C=O>[Br:23][C:3]1[C:4]2[CH:22]=[CH:21][CH:20]=[CH:19][C:5]=2[N:6]([C:13](=[O:18])[C:14]([F:16])([F:17])[F:15])[C:7]2[CH:12]=[CH:11][CH:10]=[CH:9][C:8]=2[CH:2]=1. Reactants: [BH4-], CO, O=C1CCOc2ccc(Cc3cc(C4OC(CO)C(O)C(O)C4O)ccc3Cl)cc21, [Na+]. Product: OCC1OC(c2ccc(Cl)c(Cc3ccc4c(c3)C(O)CCO4)c2)C(O)C(O)C1O. Reaction SMILES: [BH4-:31].[CH3:33][OH:34].[Cl:1][c:2]1[c:3]([CH2:4][c:5]2[cH:6][c:7]3[c:12]([cH:13][cH:14]2)[O:11][CH2:10][CH2:9][C:8]3=[O:15])[cH:16][c:17]([CH:20]2[O:21][CH:22]([CH2:29][OH:30])[CH:23]([OH:28])[CH:24]([OH:27])[CH:25]2[OH:26])[cH:18][cH:19]1.[Na+:32]>>[Cl:1][c:2]1[c:3]([CH2:4][c:5]2[cH:6][c:7]3[c:12]([cH:13][cH:14]2)[O:11][CH2:10][CH2:9][CH:8]3[OH:15])[cH:16][c:17]([CH:20]2[O:21][CH:22]([CH2:29][OH:30])[CH:23]([OH:28])[CH:24]([OH:27])[CH:25]2[OH:26])[cH:18][cH:19]1. The reactants are I(=O)(=O)C1=C(C(=O)O)C=CC=C1 (o-Iodoxybenzoic acid), C1(=CC=CC=C1)C(C(CC)(O)C1=CC=CC=C1)O (1,2-diphenyl-1,2-butanediol), C(=O)([O-])[O-].[Na+].[Na+] (Na2CO3). Solvent: CS(=O)C (DMSO). Yields the product OC(C(=O)C1=CC=CC=C1)(CC)C1=CC=CC=C1 (2-hydroxy-1,2-diphenyl-butan-1-one). Isolated yield 99.9%. RXN SMILES: I(C1C=CC=CC=1C(O)=O)(=O)=O.[C:13]1([CH:19]([OH:30])[C:20]([C:24]2[CH:29]=[CH:28][CH:27]=[CH:26][CH:25]=2)([OH:23])[CH2:21][CH3:22])[CH:18]=[CH:17][CH:16]=[CH:15][CH:14]=1.C([O-])([O-])=O.[Na+].[Na+]>CS(C)=O>[OH:23][C:20]([C:24]1[CH:29]=[CH:28][CH:27]=[CH:26][CH:25]=1)([CH2:21][CH3:22])[C:19]([C:13]1[CH:18]=[CH:17][CH:16]=[CH:15][CH:14]=1)=[O:30] |f:2.3.4|. Procedure: o-Iodoxybenzoic acid I (210 mg; 0.75 mmol) was added in one portion to a stirred solution of 1,2-diphenyl-1,2-butanediol (121 mg; 0.5 mmol) in DMSO (1.7 ml). After 1.5 h the reaction was poured in ml of a solution of Na2CO3 (10%) and extracted with diethyl ether (3×10 ml). The combined organic layers were washed with brine and dried over sodium sulfate. The Organic solvent was distilled under vacuum. The residue was triturated with n-pentane to give 120 mg (98%) of 2-hydroxy-1,2-diphenyl-butan-1...